From a dataset of the Open Reaction Database (ORD), a public repository of structured organic reaction records. describe an organic reaction: reactants, conditions, products, and yield Reactants: [O-][n+]1cc(O)nc2ccc(Cl)cc21, NN, [Na+], [Ni], [OH-], O. Product: Oc1cnc2cc(Cl)ccc2n1. Reaction SMILES: [Cl:4][c:5]1[cH:6][c:7]2[n+:8]([O-:16])[cH:9][c:10]([OH:15])[n:11][c:12]2[cH:13][cH:14]1.[NH2:2][NH2:3].[Na+:18].[Ni:19].[OH-:17].[OH2:1]>>[Cl:4][c:5]1[cH:6][c:7]2[n:8][cH:9][c:10]([OH:15])[n:11][c:12]2[cH:13][cH:14]1.